Dataset: the Open Reaction Database (ORD), a public repository of structured organic reaction records. Task: describe an organic reaction: reactants, conditions, products, and yield Starting materials: C1=CC=CC=2SC3=CC=CC=C3SC12 (thianthrene), ClS(=O)(=O)O (chlorosulfonic acid). Run in ClCCl (dichloromethane), hexanes. Conditions: time 4 hour. Product: C1=C(C=CC=2SC3=CC=CC=C3SC12)S(=O)(=O)O (thianthrene-2-sulfonic acid). Reaction SMILES: [CH:1]1[C:14]2[S:13][C:12]3[C:7](=[CH:8][CH:9]=[CH:10][CH:11]=3)[S:6][C:5]=2[CH:4]=[CH:3][CH:2]=1.Cl[S:16]([OH:19])(=[O:18])=[O:17]>ClCCl>[CH:11]1[C:12]2[S:13][C:14]3[C:5](=[CH:4][CH:3]=[CH:2][CH:1]=3)[S:6][C:7]=2[CH:8]=[CH:9][C:10]=1[S:16]([OH:19])(=[O:18])=[O:17]. Procedure: To a stirred solution of thianthrene (6.0 g, 27.7 mmol) in 160 mL of dichloromethane at 0° C. was added dropwise, 2.03 mL (30.5 mmol) of chlorosulfonic acid. The resulting deep purple mixture was stirred for 4 hours and then hexanes were added, and the reaction was filtered to give thianthrene-2-sulfonic acid. This acid (3.18 g, 10.7 mmol) was mixed with 7.36 g (35.3 mmol) of phosphorous pentachloride, and the neat solids were heated to a melt at 110° C. for 2 hours. The resulting mixture was qu... The reactants are Cl (hydrochloric acid), IC=1C=C(C=CC1)OC (3-iodoanisole), C(#N)CC(=O)OCC (ethyl cyanoacetate), C([O-])([O-])=O.[K+].[K+] (potassium carbonate), N1[C@H](C(=O)O)CCC1 (L-proline). Reagents/catalysts: [Cu]I (copper(I) iodide). Run in CS(=O)C (dimethylsulfoxide). Reaction conditions: temperature 90 celsius. Yields the product C(#N)C(C(=O)OCC)C1=CC(=CC=C1)OC (Ethyl 2-cyano-2-(3-methoxyphenyl)acetate). Reaction SMILES: I[C:2]1[CH:3]=[C:4]([O:8][CH3:9])[CH:5]=[CH:6][CH:7]=1.[C:10]([CH2:12][C:13]([O:15][CH2:16][CH3:17])=[O:14])#[N:11].C(=O)([O-])[O-].[K+].[K+].N1CCC[C@H]1C(O)=O.Cl>CS(C)=O.[Cu]I>[C:10]([CH:12]([C:2]1[CH:7]=[CH:6][CH:5]=[C:4]([O:8][CH3:9])[CH:3]=1)[C:13]([O:15][CH2:16][CH3:17])=[O:14])#[N:11] |f:2.3.4|. Reported procedure: A mixture of 3-iodoanisole (11.2 ml, 85 mmol), ethyl cyanoacetate (27.3 ml, 256 mmol), potassium carbonate (47.2 g, 342 mmol), copper(I) iodide (1.63 g, 8.55 mmol) and L-proline (1.97 g, 17.1 mmol) in dimethylsulfoxide (300 ml) was heated to 90° C. under argon for 11 h and then at room temperature over night. The solution was poured into 1N hydrochloric acid, extracted with ethyl acetate. The organic layer was washed with brine, dried over sodium bicarbonate, filtered and the solvent evaporated ... Starting materials: CCO, COC(=O)c1ccc(N)c(Cl)c1, [Na+], [OH-]. Product: Nc1ccc(C(=O)O)cc1Cl. As a reaction SMILES: [CH3:15][CH2:16][OH:17].[CH3:1][O:2][C:3]([c:4]1[cH:5][c:6]([Cl:11])[c:7]([NH2:10])[cH:8][cH:9]1)=[O:12].[Na+:14].[OH-:13]>>[O:2]=[C:3]([c:4]1[cH:5][c:6]([Cl:11])[c:7]([NH2:10])[cH:8][cH:9]1)[OH:12].